Dataset: the Open Reaction Database (ORD), a public repository of structured organic reaction records. Task: describe an organic reaction: reactants, conditions, products, and yield Starting materials: N(=[N+]=[N-])C=1C=C(C(=O)O)C=CC1C (3-azido-4-methyl benzoic acid), CC1=NC=C(C=C1)C#C (2-methyl-5-ethynyl pyridine), ClC1=CC=C(C=N1)C=1N=NN(C1)C=1C=C(C(=O)O)C=CC1C (3-[4-(6-chloro-pyridin-3-yl)-1,2,3-triazol-1-yl]-4-methyl-benzoic acid). Product: CC1=C(C=C(C(=O)O)C=C1)N1N=NC(=C1)C=1C=NC(=CC1)C (4-Methyl-3-[4-(6-methyl-pyridin-3-yl)-[1,2,3]triazol-1-yl]-benzoic acid). As a reaction SMILES: [N:1]([C:4]1[CH:5]=[C:6]([CH:10]=[CH:11][C:12]=1[CH3:13])[C:7]([OH:9])=[O:8])=[N+:2]=[N-:3].[CH3:14][C:15]1[CH:20]=[CH:19][C:18]([C:21]#[CH:22])=[CH:17][N:16]=1.ClC1N=CC(C2N=NN(C3C=C(C=CC=3C)C(O)=O)C=2)=CC=1>>[CH3:13][C:12]1[CH:11]=[CH:10][C:6]([C:7]([OH:9])=[O:8])=[CH:5][C:4]=1[N:1]1[CH:22]=[C:21]([C:18]2[CH:17]=[N:16][C:15]([CH3:14])=[CH:20][CH:19]=2)[N:3]=[N:2]1. Procedure: 4-Methyl-3-[4-(6-methyl-pyridin-3-yl)-[1,2,3]triazol-1-yl]-benzoic acid was prepared from 3-azido-4-methyl benzoic acid and 2-methyl-5-ethynyl pyridine in the same manner as 3-[4-(6-chloro-pyridin-3-yl)-1,2,3-triazol-1-yl]-4-methyl-benzoic acid (Example 1).